From a dataset of the Open Reaction Database (ORD), a public repository of structured organic reaction records. describe an organic reaction: reactants, conditions, products, and yield Starting materials: FC1=CC=C(C=C1)C=1NC(=CC1C1=CC=NC=C1)C1CCNCC1 (2-(4-fluorophenyl)-5-(piperidin-4-yl)-3-(4-pyridyl)-pyrrole), C(C)(=O)OC(C)=O (acetic anhydride). The solvent is N1=CC=CC=C1 (pyridine), O (water). Conditions: time 8 hour. Product: FC1=CC=C(C=C1)C=1NC(=CC1C1=CC=NC=C1)C1CCN(CC1)C(C)=O (2-(4-fluorophenyl)-5-(N-acetyl-piperidin-4-yl)-3-(4-pyridyl)-pyrrole). Reaction SMILES: [F:1][C:2]1[CH:7]=[CH:6][C:5]([C:8]2[NH:9][C:10]([CH:19]3[CH2:24][CH2:23][NH:22][CH2:21][CH2:20]3)=[CH:11][C:12]=2[C:13]2[CH:18]=[CH:17][N:16]=[CH:15][CH:14]=2)=[CH:4][CH:3]=1.[C:25](OC(=O)C)(=[O:27])[CH3:26]>N1C=CC=CC=1.O>[F:1][C:2]1[CH:7]=[CH:6][C:5]([C:8]2[NH:9][C:10]([CH:19]3[CH2:24][CH2:23][N:22]([C:25](=[O:27])[CH3:26])[CH2:21][CH2:20]3)=[CH:11][C:12]=2[C:13]2[CH:18]=[CH:17][N:16]=[CH:15][CH:14]=2)=[CH:4][CH:3]=1. Procedure details: A solution of 10.0 mg of the product of Example 4 was dissolved in 0.5 ml of pyridine and treated with 2.6 μL of acetic anhydride. The solution was stirred overnight and diluted with 5 ml water and was extracted with ethyl acetate (2×5 ml). The combined organic phase was dried over MgSO4, filtered and concentrated in vacuo to give the title compound. Reactants: ClC=1C2=CC=CC=C2N=C2C=CC(=CC12)OC (9-chloro-2-methoxyacridine), C(C)N1CCC(CC1)N (1-ethylpiperidin-4-amine). The product is C(C)N1CCC(CC1)NC=1C2=CC=CC=C2N=C2C=CC(=CC12)OC (N-(1-Ethylpiperidin-4-yl)-2-methoxyacridin-9-amine). As a reaction SMILES: Cl[C:2]1[C:3]2[C:8]([N:9]=[C:10]3[C:15]=1[CH:14]=[C:13]([O:16][CH3:17])[CH:12]=[CH:11]3)=[CH:7][CH:6]=[CH:5][CH:4]=2.[CH2:18]([N:20]1[CH2:25][CH2:24][CH:23]([NH2:26])[CH2:22][CH2:21]1)[CH3:19]>>[CH2:18]([N:20]1[CH2:25][CH2:24][CH:23]([NH:26][C:2]2[C:3]3[C:8]([N:9]=[C:10]4[C:15]=2[CH:14]=[C:13]([O:16][CH3:17])[CH:12]=[CH:11]4)=[CH:7][CH:6]=[CH:5][CH:4]=3)[CH2:22][CH2:21]1)[CH3:19]. Procedure: Following the general procedure of Example 1 and making non-critical variations but using 9-chloro-2-methoxyacridine and 1-ethylpiperidin-4-amine, the title compound was obtained; MS (Found M+1=336). 1H NMR (CD3OD, 400 Hz): 8.2.9-8.27 (d, 1H, J=8.8 Hz), 7.96-7.94 (d, 1H, J=8.8 Hz), 7.92-7.89 (d, 1H, J=9.6 Hz), 7.70-7.66 (m, 1H), 7.53 (m, 1H), 7.46-7.43 (m, 2H), 3.98 (s, 3H), 3.90-3.80 (m, 1H), 3.02-3.8 (bm, 2H), 2.46-2.41 (q, 2H, J=7.2 Hz), 2.05-2.00 (m, 4H), 1.93-1.83 (m, 2H), 1.11-1.08 (t, 3H,...